This data is from the Open Reaction Database (ORD), a public repository of structured organic reaction records. The task is: describe an organic reaction: reactants, conditions, products, and yield Procedure details: A solution of pyrogallol (63 parts) in 2,2-dimethoxypropane (100 parts) and benzene (100 parts) containing toluenesulphonic acid (0.01 parts) was slowly distilled through a fractionating column during 4 hours, removing liquid (150 parts), boiling point 57°-64° C. A few drops of triethylamine were then added and the mixture thoroughly washed with water, dried and evaporated. Distillation gave 4-hydroxy-2,2-dimethyl-1,3-benzodioxole (36 parts), boiling point 110° C/0.7 mm., which was purified by r... Run in COC(C)(C)OC (2,2-dimethoxypropane), C1=CC=CC=C1 (benzene). Reactants: C1(O)=C(O)C(O)=CC=C1 (pyrogallol), C=1(C(=CC=CC1)S(=O)(=O)O)C (toluenesulphonic acid). Reaction SMILES: [C:1]1([CH:9]=[CH:8][CH:7]=[C:5]([OH:6])[C:3]=1[OH:4])[OH:2].[C:10]1(C)[C:11](S(O)(=O)=O)=CC=C[CH:15]=1>COC(OC)(C)C.C1C=CC=CC=1>[OH:2][C:1]1[C:3]2[O:4][C:10]([CH3:11])([CH3:15])[O:6][C:5]=2[CH:7]=[CH:8][CH:9]=1. Product: OC1=CC=CC=2OC(OC21)(C)C (4-hydroxy-2,2-dimethyl-1,3-benzodioxole). Reactants: FC1(CCC(CC1)NC1=NC=NC2=C(C=CC=C12)[N+](=O)[O-])F (N-(4,4-difluorocyclohexyl)-8-nitroquinazolin-4-amine), [NH4+].[Cl-] (NH4Cl). Reagents/catalysts: [Fe] (iron). The solvent is CCO (EtOH). The product is FC1(CCC(CC1)NC1=NC=NC2=C(C=CC=C12)N)F (N4-(4,4-difluorocyclohexyl)quinazoline-4,8-diamine). Yield: 86.1%. As a reaction SMILES: [F:1][C:2]1([F:22])[CH2:7][CH2:6][CH:5]([NH:8][C:9]2[C:18]3[C:13](=[C:14]([N+:19]([O-])=O)[CH:15]=[CH:16][CH:17]=3)[N:12]=[CH:11][N:10]=2)[CH2:4][CH2:3]1.[NH4+].[Cl-]>CCO.[Fe]>[F:22][C:2]1([F:1])[CH2:7][CH2:6][CH:5]([NH:8][C:9]2[C:18]3[C:13](=[C:14]([NH2:19])[CH:15]=[CH:16][CH:17]=3)[N:12]=[CH:11][N:10]=2)[CH2:4][CH2:3]1 |f:1.2|. Reported procedure: To a solution of N-(4,4-difluorocyclohexyl)-8-nitroquinazolin-4-amine (90 mg, 0.292 mmol) in EtOH (2 mL) were added iron powder (163 mg, 2.92 mmol) and NH4Cl (127 mg, 2.33 mmol) and the reaction mixture was heated at reflux for 2 h. Then the reaction mixture was filtered through celite. The celite bed was washed with 10% MeOH in CHCl3. The filtrate was washed with a saturated aq. NaHCO3 solution and water. The organic layer was separated, dried, filtered and concentrated to afford 70 mg of the t... Starting materials: FC=1C(=CC=C2C(=C(C(C(C12)(C)C)=O)C(=O)NCC(=O)OC(C)(C)C)O)O (1,1-dimethylethyl N-((8-fluoro-4,7-dihydroxy-1,1-dimethyl-2-oxo-naphthalen-3-yl)carbonyl)glycinate), C(=O)([O-])[O-].[K+].[K+] (K2CO3), BrCC(C)C (1-bromo-2-methylpropane). Solvent: C(C)#N (ACN). Product: FC=1C(=CC=C2C(=C(C(C(C12)(C)C)=O)C(=O)NCC(=O)OC(C)(C)C)O)OCC(C)C (1,1-Dimethylethyl N-((8-fluoro-4-hydroxy-1,1-dimethyl-7-((2-methylpropyl)oxy)-2-oxo-naphthalen-3-yl)carbonyl)glycinate). Yield: 75.5%. RXN SMILES: [F:1][C:2]1[C:3]([OH:27])=[CH:4][CH:5]=[C:6]2[C:11]=1[C:10]([CH3:13])([CH3:12])[C:9](=[O:14])[C:8]([C:15]([NH:17][CH2:18][C:19]([O:21][C:22]([CH3:25])([CH3:24])[CH3:23])=[O:20])=[O:16])=[C:7]2[OH:26].C([O-])([O-])=O.[K+].[K+].Br[CH2:35][CH:36]([CH3:38])[CH3:37]>C(#N)C>[F:1][C:2]1[C:3]([O:27][CH2:35][CH:36]([CH3:38])[CH3:37])=[CH:4][CH:5]=[C:6]2[C:11]=1[C:10]([CH3:13])([CH3:12])[C:9](=[O:14])[C:8]([C:15]([NH:17][CH2:18][C:19]([O:21][C:22]([CH3:25])([CH3:24])[CH3:23])=[O:20])=[O:16])=[C:7]2[OH:26] |f:1.2.3|. Procedure details: A mixture of 1,1-dimethylethyl N-((8-fluoro-4,7-dihydroxy-1,1-dimethyl-2-oxo-naphthalen-3-yl)carbonyl)glycinate (0.29 g, 0.76 mmol, see Example 23) and K2CO3 (0.21 g, 1.5 mmol) in 5 mL ACN stirred at room temperature, was treated with 1-bromo-2-methylpropane (0.52 g, 3.8 mmol). The mixture was stirred at room temperature for 12 hours. The mixture was then warmed to 80° C. and stirred for 24 hours. The mixture was concentrated in vacuo and purified by column chromatography eluting with 10-30% EtO... Reactants: C(=O)(O)CON1C(C=CC1=O)=O (N-carboxymethoxymaleimide), NCCCCCCCN(CCN(CC(=O)O)CC(=O)O)CCN(CC(=O)O)CC(=O)O ([((7-aminoheptyl)imino)bis(ethylenenitrilo)]tetraacetic acid), ice. Solvent: C([O-])(O)=O.[Na+] (sodium bicarbonate). Conditions: time 30 minute. Product: C1(C=CC(N1CCCCCCCN(CCN(CC(=O)O)CC(=O)O)CCN(CC(=O)O)CC(=O)O)=O)=O ([((7-maleimidoheptyl)imino)bis(ethylenenitrilo)]tetraacetic acid). Yield: 49.7%. Reaction SMILES: [NH2:1][CH2:2][CH2:3][CH2:4][CH2:5][CH2:6][CH2:7][CH2:8][N:9]([CH2:21][CH2:22][N:23]([CH2:28][C:29]([OH:31])=[O:30])[CH2:24][C:25]([OH:27])=[O:26])[CH2:10][CH2:11][N:12]([CH2:17][C:18]([OH:20])=[O:19])[CH2:13][C:14]([OH:16])=[O:15].C(CON1[C:41](=[O:42])[CH:40]=[CH:39][C:38]1=[O:43])(O)=O>C(=O)(O)[O-].[Na+]>[C:38]1(=[O:43])[N:1]([CH2:2][CH2:3][CH2:4][CH2:5][CH2:6][CH2:7][CH2:8][N:9]([CH2:21][CH2:22][N:23]([CH2:24][C:25]([OH:27])=[O:26])[CH2:28][C:29]([OH:31])=[O:30])[CH2:10][CH2:11][N:12]([CH2:13][C:14]([OH:16])=[O:15])[CH2:17][C:18]([OH:20])=[O:19])[C:41](=[O:42])[CH:40]=[CH:39]1 |f:2.3|. Procedure: A solution of [((7-aminoheptyl)imino)bis(ethylenenitrilo)]tetraacetic acid (0.72g, 1.6 mmol) in saturated aqueous sodium bicarbonate (15 ml) was cooled in an ice bath and N-carboxymethoxymaleimide (prepared according to Helv. Chim. Acta, 58, 531 [1975]) (0.25 g, 1.6 mmol) was added in one portion. After stirring 20 minutes the ice bath was removed and stirring was continued for 30 minutes. The solution was brought to ph≈6 with 1N HC1 and concentrated under reduced pressure. The residue was chrom... Starting materials: C1COCCO1, CCOC(C)=O, CCn1ncc2c(-c3cncc(C)c3)c(C#N)c(OS(=O)(=O)C(F)(F)F)nc21, OB(O)c1ccc(F)cc1, [K+], [K+], O=[PH]([O-])[O-], c1ccc(P(c2ccccc2)(c2ccccc2)[Pd](P(c2ccccc2)(c2ccccc2)c2ccccc2)(P(c2ccccc2)(c2ccccc2)c2ccccc2)P(c2ccccc2)(c2ccccc2)c2ccccc2)cc1. The product is CCn1ncc2c(-c3cncc(C)c3)c(C#N)c(-c3ccc(F)cc3)nc21. RXN SMILES: [CH2:45]1[O:46][CH2:47][CH2:48][O:49][CH2:50]1.[CH3:51][CH2:52][O:53][C:54]([CH3:55])=[O:56].[F:1][C:2]([F:3])([F:4])[S:5]([O:6][c:7]1[c:8]([C:25]#[N:26])[c:9](-[c:18]2[cH:19][n:20][cH:21][c:22]([CH3:24])[cH:23]2)[c:10]2[c:11]([n:12]1)[n:13]([CH2:16][CH3:17])[n:14][cH:15]2)(=[O:27])=[O:28].[F:29][c:30]1[cH:31][cH:32][c:33]([B:36]([OH:37])[OH:38])[cH:34][cH:35]1.[K+:43].[K+:44].[PH:39](=[O:40])([O-:41])[O-:42].[cH:57]1[cH:58][cH:59][c:60]([P:61]([Pd:62]([P:63]([c:64]2[cH:65][cH:66][cH:67][cH:68][cH:69]2)([c:70]2[cH:71][cH:72][cH:73][cH:74][cH:75]2)[c:76]2[cH:77][cH:78][cH:79][cH:80][cH:81]2)([P:82]([c:83]2[cH:84][cH:85][cH:86][cH:87][cH:88]2)([c:89]2[cH:90][cH:91][cH:92][cH:93][cH:94]2)[c:95]2[cH:96][cH:97][cH:98][cH:99][cH:100]2)[P:101]([c:102]2[cH:103][cH:104][cH:105][cH:106][cH:107]2)([c:108]2[cH:109][cH:110][cH:111][cH:112][cH:113]2)[c:114]2[cH:115][cH:116][cH:117][cH:118][cH:119]2)([c:120]2[cH:121][cH:122][cH:123][cH:124][cH:125]2)[c:126]2[cH:127][cH:128][cH:129][cH:130][cH:131]2)[cH:132][cH:133]1>>[c:7]1(-[c:33]2[cH:32][cH:31][c:30]([F:29])[cH:35][cH:34]2)[c:8]([C:25]#[N:26])[c:9](-[c:18]2[cH:19][n:20][cH:21][c:22]([CH3:24])[cH:23]2)[c:10]2[c:11]([n:12]1)[n:13]([CH2:16][CH3:17])[n:14][cH:15]2.